Dataset: the Open Reaction Database (ORD), a public repository of structured organic reaction records. Task: describe an organic reaction: reactants, conditions, products, and yield Reactants: CCOC(C1=CC=C(C=C1)C=O)OCC (Terephthaldialdehyde mono diethyl acetal), ice, [H-].[Na+] (sodium hydride), CC(/C(=C(/C(=O)[O-])\C)/C)P(=O)(O)O (trimethyl4-phosphonocrotonate), [OH-].[K+] (potassium hydroxide). The solvent is C1CCOC1 (THF), O (Water), C(C)(=O)OCC (ethyl acetate), C1CCOC1 (THF), C1CCOC1 (THF), C(C)O (ethanol). Reaction conditions: temperature 0 celsius, time 3 hour. The product is C(=O)C1=CC=C(C=C1)C=CC=CC(=O)O (5-(4-Formylphenyl)penta-2,4-dienoic Acid). Reaction SMILES: [H-].[Na+].[CH3:3][CH:4](P(O)(O)=O)/[C:5](/C)=[C:6](\C)/[C:7]([O-:9])=[O:8].CC[O:18][CH:19](OCC)[C:20]1[CH:25]=[CH:24][C:23](C=O)=[CH:22][CH:21]=1.[OH-].[K+]>C1COCC1.C(O)C.C(OCC)(=O)C.O>[CH:19]([C:20]1[CH:25]=[CH:24][C:23]([CH:3]=[CH:4][CH:5]=[CH:6][C:7]([OH:9])=[O:8])=[CH:22][CH:21]=1)=[O:18] |f:0.1,4.5|. Procedure details: To an ice cooled solution of sodium hydride (2.26 g, 67.2 mmol as a 60% mineral oil suspension) in dry THF (100 ml) was added dropwise a solution of trimethyl4-phosphonocrotonate (10.5 g, 50.4 mmol) in dry THF (200 ml), and the solution was stirred under an inert atmosphere at 0° C. for 3 hours. Terephthaldialdehyde mono diethyl acetal (7.00 g, 33.6 mmol) was dissolved in dry THF (200 ml) and slowly added to the above solution. Stirring was continued for 2 hours at 0° C. Water (400 ml) was slowl... The reactants are ClC=1C=C(C=CC1)C1=CC=CC(=N1)C(=O)O (6-(3-chlorophenyl)-2-pyridinecarboxylic acid), CC(C)(C1=NC(=NS1)C)N (1-methyl-1-(3-methyl-[1,2,4]thiadiazol-5-yl)-ethylamine). Product: CC(C)(C1=NC(=NS1)C)NC(=O)C1=NC(=CC=C1)C1=CC(=CC=C1)Cl (6-(3-Chloro-phenyl)-pyridine-2-carboxylic acid [1-methyl-1-(3-methyl-[1,2,4]thiadiazol-5-yl)-ethyl]-amide). As a reaction SMILES: [Cl:1][C:2]1[CH:3]=[C:4]([C:8]2[N:13]=[C:12]([C:14]([OH:16])=O)[CH:11]=[CH:10][CH:9]=2)[CH:5]=[CH:6][CH:7]=1.[CH3:17][C:18]([NH2:26])([C:20]1[S:24][N:23]=[C:22]([CH3:25])[N:21]=1)[CH3:19]>>[CH3:17][C:18]([NH:26][C:14]([C:12]1[CH:11]=[CH:10][CH:9]=[C:8]([C:4]2[CH:5]=[CH:6][CH:7]=[C:2]([Cl:1])[CH:3]=2)[N:13]=1)=[O:16])([C:20]1[S:24][N:23]=[C:22]([CH3:25])[N:21]=1)[CH3:19]. Reported procedure: The title compound was synthesized in analogy to Example 1, using 6-(3-chlorophenyl)-2-pyridinecarboxylic acid (CAN 863704-38-5) and 1-methyl-1-(3-methyl-[1,2,4]thiadiazol-5-yl)-ethylamine as starting materials, MS (LC/MS): 373.0 (M+H). Starting materials: BrC1=CC=C2N=CC(=NC2=C1)N1CCN(CC1)CCNC(OC(C)(C)C)=O (1,1-dimethylethyl {2-[4-(7-bromo-2-quinoxalinyl)-1-piperazinyl]ethyl}carbamate), B1(OC(C(O1)(C)C)(C)C)B2OC(C(O2)(C)C)(C)C (bis(pinacolato)diboron), C(C)(=O)[O-].[K+] (potassium acetate), BrC=1C=C(C=NC1)S(=O)(=O)N (5-bromo-3-pyridinesulfonamide), C([O-])([O-])=O.[K+].[K+] (potassium carbonate). Solvent: O1CCOCC1 (1,4-dioxane). Reaction conditions: time 1 hour. The product is NS(=O)(=O)C=1C=C(C=NC1)C1=CC=C2N=CC(=NC2=C1)N1CCN(CC1)CCNC(OC(C)(C)C)=O (1,1-dimethylethyl [2-(4-{7-[5-(aminosulfonyl)-3-pyridinyl]-2-quinoxalinyl}-1-piperazinyl)ethyl]carbamate). The yield is 4.1%. As a reaction SMILES: Br[C:2]1[CH:11]=[C:10]2[C:5]([N:6]=[CH:7][C:8]([N:12]3[CH2:17][CH2:16][N:15]([CH2:18][CH2:19][NH:20][C:21](=[O:27])[O:22][C:23]([CH3:26])([CH3:25])[CH3:24])[CH2:14][CH2:13]3)=[N:9]2)=[CH:4][CH:3]=1.B1(B2OC(C)(C)C(C)(C)O2)OC(C)(C)C(C)(C)O1.C([O-])(=O)C.[K+].Br[C:52]1[CH:53]=[C:54]([S:58]([NH2:61])(=[O:60])=[O:59])[CH:55]=[N:56][CH:57]=1.C(=O)([O-])[O-].[K+].[K+]>O1CCOCC1>[NH2:61][S:58]([C:54]1[CH:53]=[C:52]([C:2]2[CH:11]=[C:10]3[C:5]([N:6]=[CH:7][C:8]([N:12]4[CH2:13][CH2:14][N:15]([CH2:18][CH2:19][NH:20][C:21](=[O:27])[O:22][C:23]([CH3:24])([CH3:25])[CH3:26])[CH2:16][CH2:17]4)=[N:9]3)=[CH:4][CH:3]=2)[CH:57]=[N:56][CH:55]=1)(=[O:60])=[O:59] |f:2.3,5.6.7|. Procedure: A slurry of 1,1-dimethylethyl {2-[4-(7-bromo-2-quinoxalinyl)-1-piperazinyl]ethyl}carbamate (0.96 mmol), bis(pinacolato)diboron (1.06 mmol), potassium acetate (3.84 mmol), and [1,1′-bis(diphenylphosphino)ferrocene]dichloropalladium(II) dichloromethane complex (1:1) (0.07 mmol) in 1,4-dioxane (5 ml) was heated at 100° C. After the reaction stirred for 1 hour, 5-bromo-3-pyridinesulfonamide (0.96 mmol) and 2M potassium carbonate (aq) (4 ml) was added and the reaction mixture stirred for 18 hours. Th... Reactants: CC1(C)OC2C(CO[Si](C)(C)C(C)(C)C)CC(Nc3cc(C#Cc4ccccc4)ncn3)C2O1, C1CCOC1, F, c1ccncc1, c1ccncc1. The product is CC1(C)OC2C(CO)CC(Nc3cc(C#Cc4ccccc4)ncn3)C2O1. As a reaction SMILES: [C:1]([Si:2]([CH3:3])([CH3:4])[O:6][CH2:7][CH:8]1[CH2:9][CH:10]([NH:18][c:19]2[n:20][cH:21][n:22][c:23]([C:25]#[C:26][c:27]3[cH:28][cH:29][cH:30][cH:31][cH:32]3)[cH:24]2)[CH:11]2[CH:12]1[O:13][C:14]([CH3:16])([CH3:17])[O:15]2)([CH3:5])([CH3:33])[CH3:34].[CH2:42]1[O:43][CH2:44][CH2:45][CH2:46]1.[FH:35].[cH:47]1[cH:48][cH:49][n:50][cH:51][cH:52]1.[n:36]1[cH:37][cH:38][cH:39][cH:40][cH:41]1>>[OH:6][CH2:7][CH:8]1[CH2:9][CH:10]([NH:18][c:19]2[n:20][cH:21][n:22][c:23]([C:25]#[C:26][c:27]3[cH:28][cH:29][cH:30][cH:31][cH:32]3)[cH:24]2)[CH:11]2[CH:12]1[O:13][C:14]([CH3:16])([CH3:17])[O:15]2. The reactants are C1COCCN1, COC(=O)c1cc(Cl)nc(Cl)n1, CS(C)=O, CCN(C(C)C)C(C)C, O. Product: COC(=O)c1cc(N2CCOCC2)nc(Cl)n1. As a reaction SMILES: [CH2:13]1[CH2:14][O:15][CH2:16][CH2:17][NH:18]1.[CH3:1][O:2][C:3](=[O:4])[c:5]1[n:6][c:7]([Cl:12])[n:8][c:9]([Cl:11])[cH:10]1.[CH3:28][S:29]([CH3:30])=[O:31].[CH:19]([N:20]([CH:21]([CH3:22])[CH3:23])[CH2:24][CH3:25])([CH3:26])[CH3:27].[OH2:32]>>[CH3:1][O:2][C:3](=[O:4])[c:5]1[n:6][c:7]([Cl:12])[n:8][c:9]([N:18]2[CH2:13][CH2:14][O:15][CH2:16][CH2:17]2)[cH:10]1. Starting materials: Br, ClC(Cl)Cl, COc1ccc2nc(C)cc(Cl)c2c1. Yields the product Cc1cc(Cl)c2cc(O)ccc2n1. As a reaction SMILES: [BrH:15].[CH:16]([Cl:17])([Cl:18])[Cl:19].[Cl:1][c:2]1[cH:3][c:4]([CH3:14])[n:5][c:6]2[cH:7][cH:8][c:9]([O:12][CH3:13])[cH:10][c:11]12>>[Cl:1][c:2]1[cH:3][c:4]([CH3:14])[n:5][c:6]2[cH:7][cH:8][c:9]([OH:12])[cH:10][c:11]12. Starting materials: CCCCCC1CCC(CCc2ccc(C3CCC(C=O)(CCCCC)CC3)cc2)CC1, [K+], NN, [OH-], OCCOCCO. Product: CCCCCC1CCC(CCc2ccc(C3CCC(C)(CCCCC)CC3)cc2)CC1. RXN SMILES: [CH:1](=[O:2])[C:3]1([CH2:28][CH2:29][CH2:30][CH2:31][CH3:32])[CH2:4][CH2:5][CH:6]([c:9]2[cH:10][cH:11][c:12]([CH2:15][CH2:16][CH:17]3[CH2:18][CH2:19][CH:20]([CH2:23][CH2:24][CH2:25][CH2:26][CH3:27])[CH2:21][CH2:22]3)[cH:13][cH:14]2)[CH2:7][CH2:8]1.[K+:36].[NH2:33][NH2:34].[OH-:35].[OH:37][CH2:38][CH2:39][O:40][CH2:41][CH2:42][OH:43]>>[CH3:1][C:3]1([CH2:28][CH2:29][CH2:30][CH2:31][CH3:32])[CH2:4][CH2:5][CH:6]([c:9]2[cH:10][cH:11][c:12]([CH2:15][CH2:16][CH:17]3[CH2:18][CH2:19][CH:20]([CH2:23][CH2:24][CH2:25][CH2:26][CH3:27])[CH2:21][CH2:22]3)[cH:13][cH:14]2)[CH2:7][CH2:8]1. Reactants: ClC1=C2C(=NN=C1C1=CC=CC=C1)NN=C2C2=CC=CC=C2 (4-chloro-3,5-diphenyl-1H-pyrazolo[3,4-c]pyridazine), C(C)NN (ethyl hydrazine). Conditions: time 16 hour. Product: ClC1=C2C(=NN=C1C1=CC=CC=C1)N(N=C2C2=CC=CC=C2)CC (4-Chloro-1-ethyl-3,5-diphenyl-1H-pyrazolo[3,4-c]pyridazine). RXN SMILES: [Cl:1][C:2]1[C:7]([C:8]2[CH:13]=[CH:12][CH:11]=[CH:10][CH:9]=2)=[N:6][N:5]=[C:4]2[NH:14][N:15]=[C:16]([C:17]3[CH:22]=[CH:21][CH:20]=[CH:19][CH:18]=3)[C:3]=12.[CH2:23](NN)[CH3:24]>>[Cl:1][C:2]1[C:7]([C:8]2[CH:9]=[CH:10][CH:11]=[CH:12][CH:13]=2)=[N:6][N:5]=[C:4]2[N:14]([CH2:23][CH3:24])[N:15]=[C:16]([C:17]3[CH:18]=[CH:19][CH:20]=[CH:21][CH:22]=3)[C:3]=12. Procedure: Compound 18 was synthesised following similar procedures outlined in Example 22 (Compound 9), using ethyl hydrazine instead of hydrazine hydrate in Step 3. As a slightly modified procedure, Step 3 was performed at 90° C. for 16 h in a sealed tube. Subsequently, the reaction mixture was partitioned between CH2Cl2 and water. The organic phase was separated using a phase separating cartridge and concentrated in vacuo. The crude residue was purified by column chromatography (silica gel, 5% ethyl ace... Starting materials: C(C=CC)P(OCC)(=O)OCC (diethyl 2-butenephosphonate), C(CCC)[Li] (n-butyl lithium), C(C1=CC=CC=C1)Cl (benzyl chloride), O1CCCC1 (tetrahydrofuran). Run in CCCCCC (n-hexane), Cl (hydrochloric acid). Run at temperature -70 celsius, time 1 hour. The product is C(C1=CC=CC=C1)C(C=CC)P(OCC)(=O)OCC (diethyl 1-benzyl-2-butenephosphonate). The yield is 82.6%. RXN SMILES: [CH2:1]([P:5]([O:10][CH2:11][CH3:12])(=[O:9])[O:6][CH2:7][CH3:8])[CH:2]=[CH:3][CH3:4].O1CCCC1.C([Li])CCC.[CH2:23](Cl)[C:24]1[CH:29]=[CH:28][CH:27]=[CH:26][CH:25]=1>Cl.CCCCCC>[CH2:23]([CH:1]([P:5]([O:6][CH2:7][CH3:8])(=[O:9])[O:10][CH2:11][CH3:12])[CH:2]=[CH:3][CH3:4])[C:24]1[CH:29]=[CH:28][CH:27]=[CH:26][CH:25]=1. Procedure: 1.92 g of diethyl 2-butenephosphonate was placed in 10 ml. of dry tetrahydrofuran, and the solution was cooled to -70° C. in an atmosphere of argon. 7 ml. of n-butyl lithium (as a 15% by weight n-hexane solution) was gradually added, and the mixture was stirred at -70° C. for 1 hour. The reaction mixture was turbid assuming a pale yellow color. When 1.7 g of benzyl chloride was added to this mixture, it became clear. The temperature of the reaction mixture was gradually elevated to room temperat... The reactants are ClC1=C(C=C[N+](=O)[O-])C=CC(=C1)Cl (2,4-Dichloro-β-nitrostyrene), CN(C([S-])=S)C.C[NH2+]C (dimethylammonium dimethyldithiocarbamate), C(=S)=S (carbon disulfide). The solvent is CO (methanol). Conditions: time 2 hour. Product: CN(C(SC(C1=C(C=C(C=C1)Cl)Cl)C[N+](=O)[O-])=S)C (2,4-dichloro-α-(nitromethyl)-benzyl dimethyldithiocarbamate). As a reaction SMILES: [Cl:1][C:2]1[CH:12]=[C:11]([Cl:13])[CH:10]=[CH:9][C:3]=1[CH:4]=[CH:5][N+:6]([O-:8])=[O:7].[CH3:14][N:15]([CH3:19])[C:16](=[S:18])[S-:17].C[NH2+]C.C(=S)=S>CO>[CH3:14][N:15]([CH3:19])[C:16](=[S:17])[S:18][CH:4]([CH2:5][N+:6]([O-:8])=[O:7])[C:3]1[CH:9]=[CH:10][C:11]([Cl:13])=[CH:12][C:2]=1[Cl:1] |f:1.2|. Procedure: 2,4-Dichloro-β-nitrostyrene (6.6 grams, 0.030 mole) was added to a stirred solution of dimethylammonium dimethyldithiocarbamate (5.1 grams, 0.030 mole) and carbon disulfide (1.8 ml., 0.030 mole) in methanol (30 ml.). The temperature of the resulting reaction was 16-32° C. After two hours at room temperature, the precipitated product was filtered off, washed with cold methanol, and dried in air. Recrystallization without heating was accomplished by dissolving the sample in acetone and then adding...